This data is from the Open Reaction Database (ORD), a public repository of structured organic reaction records. The task is: describe an organic reaction: reactants, conditions, products, and yield Reactants: BrC=1C=C(C=CC1OC)C1OCCO1 (2-(3-bromo-4-methoxy-phenyl)-[1,3]dioxolane), C(C)N (ethylamine), O([K])C(C)(C)C (KOtert-Bu), Cl (HCl). Reagents/catalysts: C=1C=CC(=CC1)/C=C/C(=O)/C=C/C2=CC=CC=C2.C=1C=CC(=CC1)/C=C/C(=O)/C=C/C2=CC=CC=C2.C=1C=CC(=CC1)/C=C/C(=O)/C=C/C2=CC=CC=C2.[Pd].[Pd] (tris(dibenzylideneacetone)-dipalladium(0)), C1(=CC=CC=C1)P(C1=C(C2=CC=CC=C2C=C1)C1=C(C=CC2=CC=CC=C12)P(C1=CC=CC=C1)C1=CC=CC=C1)C1=CC=CC=C1 (rac-2,2′-bis(diphenylphosphino)-1,1′-binaphthalene), solution. Run in C1(=CC=CC=C1)C (toluene). Run at temperature 110 celsius. Yields the product C(C)NC=1C=C(C=O)C=CC1OC (3-Ethylamino-4-methoxy-benzaldehyde). The yield is 63.0%. RXN SMILES: Br[C:2]1[CH:3]=[C:4]([CH:10]2[O:14]CCO2)[CH:5]=[CH:6][C:7]=1[O:8][CH3:9].[CH2:15]([NH2:17])[CH3:16].O(C(C)(C)C)[K].Cl>C1(C)C=CC=CC=1.C1C=CC(/C=C/C(/C=C/C2C=CC=CC=2)=O)=CC=1.C1C=CC(/C=C/C(/C=C/C2C=CC=CC=2)=O)=CC=1.C1C=CC(/C=C/C(/C=C/C2C=CC=CC=2)=O)=CC=1.[Pd].[Pd].C1(P(C2C=CC=CC=2)C2C=CC3C(=CC=CC=3)C=2C2C3C(=CC=CC=3)C=CC=2P(C2C=CC=CC=2)C2C=CC=CC=2)C=CC=CC=1>[CH2:15]([NH:17][C:2]1[CH:3]=[C:4]([CH:5]=[CH:6][C:7]=1[O:8][CH3:9])[CH:10]=[O:14])[CH3:16] |f:5.6.7.8.9|. Procedure: Through a solution of 2-(3-bromo-4-methoxy-phenyl)-[1,3]dioxolane (1.2 g, 4.63 mmol, 1.0 equiv; prepared as described in WO 01/74775 A1, Sanofi-Synthelabo) in toluene (6 mL) was bubbled ethylamine for 10 min. To this solution was added KOtert-Bu (0.67 g, 6.95 mmol, 1.5 equiv), rac-2,2′-bis(diphenylphosphino)-1,1′-binaphthalene (0.029 g, 0.046 mmol, 0.01 equiv) and tris(dibenzylideneacetone)-dipalladium(0) (0.021 g, 0.023 mmol, 0.005 equiv) and the solution heated to 110° C. under microwave irrad... The reactants are N1=C(C=CC=C1)C=1NC=2C(=NC=CC2)N1 (2-(2-Pyridyl)-1H-imidazo(4,5-b)pyridine), BrCC1=C(C=C(C(=O)N(C(C)C)C2CCCCC2)C=C1)OC (4-Bromomethyl-3-methoxy-N-cyclohexyl-N-isopropylbenzamide), CCCCCC (hexane), [H-].[Na+] (NaH). The solvent is CC(=O)N(C)C (dimethylacetamide). Conditions: time 1 hour. Product: C1(CCCCC1)N(C(C1=CC(=C(C=C1)CN1C=2C(=CC=C1)N=C(N2)C2=NC=CC=C2)OC)=O)C(C)C (N-cyclohexyl-3-methoxy-N-(1-methylethyl)-4-[[2-(2-pyridinyl)-4H-imidazo[4,5-b]pyridin-4-yl]methyl]benzamide). Yield: 72.0%. As a reaction SMILES: [N:1]1[CH:6]=[CH:5][CH:4]=[CH:3][C:2]=1[C:7]1[NH:8][C:9]2[C:10]([N:15]=1)=[N:11][CH:12]=[CH:13][CH:14]=2.CCCCCC.[H-].[Na+].Br[CH2:25][C:26]1[CH:43]=[CH:42][C:29]([C:30]([N:32]([CH:36]2[CH2:41][CH2:40][CH2:39][CH2:38][CH2:37]2)[CH:33]([CH3:35])[CH3:34])=[O:31])=[CH:28][C:27]=1[O:44][CH3:45]>CC(N(C)C)=O>[CH:36]1([N:32]([CH:33]([CH3:35])[CH3:34])[C:30](=[O:31])[C:29]2[CH:42]=[CH:43][C:26]([CH2:25][N:11]3[CH:12]=[CH:13][CH:14]=[C:9]4[N:8]=[C:7]([C:2]5[CH:3]=[CH:4][CH:5]=[CH:6][N:1]=5)[N:15]=[C:10]34)=[C:27]([O:44][CH3:45])[CH:28]=2)[CH2:41][CH2:40][CH2:39][CH2:38][CH2:37]1 |f:2.3|. Procedure: 2-(2-Pyridyl)-1H-imidazo(4,5-b)pyridine (1.1 g, 5.6 mmol) was added portionwise with stirring over 5 minutes to a suspension of hexane-washed NaH (150 mg, 6.16 mmol) in dimethylacetamide (15 ml) under Ar and stirred at room temperature for 1 hour. 4-Bromomethyl-3-methoxy-N-cyclohexyl-N-isopropylbenzamide (2.1 g, 5.6 mmol) was added portionwise over 30 minutes and the mixture was stirred overnight at 25° C. The solvent was removed at <50° C. in vacuo using an oil pump and the residue was chromato... Reactants: Cl.N[C@@H]1C[C@H](C1)N1C(N(C=2C1=NC=C(N2)Br)C2CC2)=O (1-(trans-3-aminocyclobutyl)-5-bromo-3-cyclopropyl-1H-imidazo[4,5-b]pyrazin-2(3H)-one hydrochloride), Cl.N[C@@H]1C[C@H](C1)N1C(N(C=2C1=NC=C(N2)Br)C2CC2)=O (1-(trans-3-aminocyclobutyl)-5-bromo-3-cyclopropyl-1H-imidazo[4,5-b]pyrazin-2(3H)-one hydrochloride), CS(=O)C (DMSO), C(C)(C)N(C(C)C)CC (N,N-Diisopropylethylamine), ClC=1SC2=C(N1)C=CC=C2 (2-chlorobenzothiazole). Run in CO (MeOH), O (water). Reaction conditions: temperature 100 celsius. The product is S1C(=NC2=C1C=CC=C2)N[C@@H]2C[C@H](C2)N2C(N(C=1C2=NC=C(N1)Br)C1CC1)=O (1-(trans-3-(benzo[d]thiazol-2-ylamino)cyclobutyl)-5-bromo-3-cyclopropyl-1H-imidazo[4,5-b]pyrazin-2(3H)-one). The yield is 57.9%. As a reaction SMILES: Cl.[NH2:2][C@H:3]1[CH2:6][C@H:5]([N:7]2[C:11]3=[N:12][CH:13]=[C:14]([Br:16])[N:15]=[C:10]3[N:9]([CH:17]3[CH2:19][CH2:18]3)[C:8]2=[O:20])[CH2:4]1.CS(C)=O.C(N(CC)C(C)C)(C)C.Cl[C:35]1[S:36][C:37]2[CH:43]=[CH:42][CH:41]=[CH:40][C:38]=2[N:39]=1>O.CO>[S:36]1[C:37]2[CH:43]=[CH:42][CH:41]=[CH:40][C:38]=2[N:39]=[C:35]1[NH:2][C@H:3]1[CH2:6][C@H:5]([N:7]2[C:11]3=[N:12][CH:13]=[C:14]([Br:16])[N:15]=[C:10]3[N:9]([CH:17]3[CH2:18][CH2:19]3)[C:8]2=[O:20])[CH2:4]1 |f:0.1|. Procedure details: A glass microwave reaction vessel was charged with 1-(trans-3-aminocyclobutyl)-5-bromo-3-cyclopropyl-1H-imidazo[4,5-b]pyrazin-2(3H)-one hydrochloride (Intermediate 82, 0.128 g, 0.355 mmol) and DMSO (2 mL). N,N-Diisopropylethylamine (0.250 ml, 1.437 mmol) was added followed by 2-chlorobenzothiazole (0.060 ml, 0.461 mmol) and the reaction mixture was sealed under argon and heated at 100° C. for 24 h. The reaction mixture was diluted with water and a small amount of MeOH. The resultant solid was fi...